describe an organic reaction: reactants, conditions, products, and yield From a dataset of the Open Reaction Database (ORD), a public repository of structured organic reaction records. The reactants are CO, CCOC(C)=O, CCOC(=O)C(F)(F)CCC(F)(F)C(F)(F)C(F)(F)C(F)(F)F, [Na+], [OH-], O. The product is O=C([O-])C(F)(F)CCC(F)(F)C(F)(F)C(F)(F)C(F)(F)F, [Na+]. RXN SMILES: [CH3:27][OH:28].[CH3:29][CH2:30][O:31][C:32](=[O:33])[CH3:34].[F:1][C:2]([C:3](=[O:4])[O:5][CH2:6][CH3:7])([CH2:8][CH2:9][C:10]([C:11]([C:12]([C:13]([F:14])([F:15])[F:16])([F:17])[F:18])([F:19])[F:20])([F:21])[F:22])[F:23].[Na+:25].[OH-:24].[OH2:26]>>[F:1][C:2]([C:3](=[O:4])[O-:5])([CH2:8][CH2:9][C:10]([C:11]([C:12]([C:13]([F:14])([F:15])[F:16])([F:17])[F:18])([F:19])[F:20])([F:21])[F:22])[F:23].[Na+:25]. Reaction SMILES: [CH2:17]([N:18]([CH2:19][CH3:35])[CH2:20][CH2:21][C:22]([CH2:23][CH2:24][CH2:25][c:26]1[cH:27][c:28]([O:32][CH3:33])[cH:29][cH:30][cH:31]1)=[O:34])[CH3:36].[CH2:1]([CH3:2])[CH:3]1[C:4](=[O:10])[CH2:5][CH2:6][CH2:7][C:8]1=[O:9].[CH3:37][O:38][c:39]1[cH:40][c:41]([CH2:42][CH2:43][CH2:44][C:45](=[O:46])[CH:47]=[CH2:48])[cH:49][cH:50][cH:51]1.[cH:11]1[cH:12][cH:13][n:14][cH:15][cH:16]1.[cH:52]1[cH:53][cH:54][cH:55][cH:56][cH:57]1>>[CH2:1]([CH3:2])[C:3]1([CH2:20][CH2:21][C:22]([CH2:23][CH2:24][CH2:25][c:26]2[cH:27][c:28]([O:32][CH3:33])[cH:29][cH:30][cH:31]2)=[O:34])[C:4](=[O:10])[CH2:5][CH2:6][CH2:7][C:8]1=[O:9]. The product is CCC1(CCC(=O)CCCc2cccc(OC)c2)C(=O)CCCC1=O. The reactants are CCN(CC)CCC(=O)CCCc1cccc(OC)c1, CCC1C(=O)CCCC1=O, C=CC(=O)CCCc1cccc(OC)c1, c1ccncc1, c1ccccc1.